This data is from the Open Reaction Database (ORD), a public repository of structured organic reaction records. The task is: describe an organic reaction: reactants, conditions, products, and yield The reactants are [H-].[Al+3].[Li+].[H-].[H-].[H-] (lithium aluminium hydride), ice, C(C)(=O)OCC (ethyl acetate), O (water), CC1=C(C(=CC=C1)C1=CC=CC=C1)C(=O)O (methylbiphenyl-2-carboxylic acid). Solvent: O1CCCC1 (tetrahydrofuran), O1CCCC1 (tetrahydrofuran). Reaction conditions: time 17 hour. Yields the product CC=1C(=C(C=CC1)C1=CC=CC=C1)CO (Methyl-2-hydroxymethylbiphenyl). The yield is 84.6%. RXN SMILES: [H-].[Al+3].[Li+].[H-].[H-].[H-].[CH3:7][C:8]1[CH:13]=[CH:12][CH:11]=[C:10]([C:14]2[CH:19]=[CH:18][CH:17]=[CH:16][CH:15]=2)[C:9]=1[C:20](O)=[O:21].C(OCC)(=O)C.O>O1CCCC1>[CH3:7][C:8]1[C:9]([CH2:20][OH:21])=[C:10]([C:14]2[CH:15]=[CH:16][CH:17]=[CH:18][CH:19]=2)[CH:11]=[CH:12][CH:13]=1 |f:0.1.2.3.4.5|. Reported procedure: To an ice-cooling suspension of lithium aluminium hydride (1.79 g) in tetrahydrofuran (50 ml) was added dropwise a solution of 4,-methylbiphenyl-2-carboxylic acid (5.0 g) in tetrahydrofuran (30 ml). The mixture was stirred for 17 hours at room temperature. To the reaction mixture were added ethyl acetate (10 ml) and water (50 ml), and insoluble materials were removed by filtration through celite. The filtrate was concentrated to dryness, and the residue was dissolved in ethyl acetate. The soluti... The reactants are CN1C(C(=CC2=C1N=C(N=C2)SC)C2=C(C=CC(=C2)C2=CC(=NO2)C)C)=O (8-Methyl-6-[2-methyl-5-(3-methyl-isoxazol-5-yl)-phenyl]-2-methylsulfanyl-8H-pyrido[2,3-d]pyrimidin-7-one), OOS(=O)[O-].[K+] (OXONE), sulfonyl, NC1CCOCC1 (4-amino-tetrahydropyran). Product: CN1C(C(=CC2=C1N=C(N=C2)NC2CCOCC2)C2=C(C=CC(=C2)C2=CC(=NO2)C)C)=O (8-Methyl-6-[2-methyl-5-(3-methyl-isoxazol-5-yl)-phenyl]-2-(tetrahydro-pyran-4-ylamino)-8H-pyrido[2,3-d]pyrimidin-7-one). RXN SMILES: [CH3:1][N:2]1[C:7]2[N:8]=[C:9](SC)[N:10]=[CH:11][C:6]=2[CH:5]=[C:4]([C:14]2[CH:19]=[C:18]([C:20]3[O:24][N:23]=[C:22]([CH3:25])[CH:21]=3)[CH:17]=[CH:16][C:15]=2[CH3:26])[C:3]1=[O:27].OOS([O-])=O.[K+].[NH2:34][CH:35]1[CH2:40][CH2:39][O:38][CH2:37][CH2:36]1>>[CH3:1][N:2]1[C:7]2[N:8]=[C:9]([NH:34][CH:35]3[CH2:40][CH2:39][O:38][CH2:37][CH2:36]3)[N:10]=[CH:11][C:6]=2[CH:5]=[C:4]([C:14]2[CH:19]=[C:18]([C:20]3[O:24][N:23]=[C:22]([CH3:25])[CH:21]=3)[CH:17]=[CH:16][C:15]=2[CH3:26])[C:3]1=[O:27] |f:1.2|. Procedure details: 8-Methyl-6-[2-methyl-5-(3-methyl-isoxazol-5-yl)-phenyl]-2-methylsulfanyl-8H-pyrido[2,3-d]pyrimidin-7-one was treated with OXONE™ following the procedure of step 3 of Example 1, and the resulting sulfonyl compound was treated with 4-amino-tetrahydropyran using the procedure of step 4 of Example 1, to give 8-Methyl-6-[2-methyl-5-(3-methyl-isoxazol-5-yl)-phenyl]-2-(tetrahydro-pyran-4-ylamino)-8H-pyrido[2,3-d]pyrimidin-7-one: MS (M+H)=432. The reactants are OB(O)c1cc2cc(Br)ccc2s1, CCOC(C)=O, COc1cc(-c2cnn(C)c2)cn2ncc(I)c12, [Na+], [Na+], O=C([O-])[O-], C1COCCO1, c1ccc(P(c2ccccc2)(c2ccccc2)[Pd](P(c2ccccc2)(c2ccccc2)c2ccccc2)(P(c2ccccc2)(c2ccccc2)c2ccccc2)P(c2ccccc2)(c2ccccc2)c2ccccc2)cc1. Product: COc1cc(-c2cnn(C)c2)cn2ncc(-c3cc4cc(Br)ccc4s3)c12. RXN SMILES: [Br:19][c:20]1[cH:21][c:22]2[c:23]([s:24][c:25]([B:27]([OH:28])[OH:29])[cH:26]2)[cH:30][cH:31]1.[CH3:44][CH2:45][O:46][C:47](=[O:48])[CH3:49].[I:1][c:2]1[cH:3][n:4][n:5]2[c:6]1[c:7]([O:17][CH3:18])[cH:8][c:9](-[c:11]1[cH:12][n:13][n:14]([CH3:16])[cH:15]1)[cH:10]2.[Na+:32].[Na+:33].[O-:34][C:35](=[O:36])[O-:37].[O:38]1[CH2:39][CH2:40][O:41][CH2:42][CH2:43]1.[cH:50]1[cH:51][cH:52][c:53]([P:54]([Pd:55]([P:56]([c:57]2[cH:58][cH:59][cH:60][cH:61][cH:62]2)([c:63]2[cH:64][cH:65][cH:66][cH:67][cH:68]2)[c:69]2[cH:70][cH:71][cH:72][cH:73][cH:74]2)([P:75]([c:76]2[cH:77][cH:78][cH:79][cH:80][cH:81]2)([c:82]2[cH:83][cH:84][cH:85][cH:86][cH:87]2)[c:88]2[cH:89][cH:90][cH:91][cH:92][cH:93]2)[P:94]([c:95]2[cH:96][cH:97][cH:98][cH:99][cH:100]2)([c:101]2[cH:102][cH:103][cH:104][cH:105][cH:106]2)[c:107]2[cH:108][cH:109][cH:110][cH:111][cH:112]2)([c:113]2[cH:114][cH:115][cH:116][cH:117][cH:118]2)[c:119]2[cH:120][cH:121][cH:122][cH:123][cH:124]2)[cH:125][cH:126]1>>[c:2]1(-[c:25]2[s:24][c:23]3[c:22]([cH:21][c:20]([Br:19])[cH:31][cH:30]3)[cH:26]2)[cH:3][n:4][n:5]2[c:6]1[c:7]([O:17][CH3:18])[cH:8][c:9](-[c:11]1[cH:12][n:13][n:14]([CH3:16])[cH:15]1)[cH:10]2. Product: OC1=C(NS(C2=C1SC(=C2)C(F)(F)F)(=O)=O)C(=O)OC (4-Hydroxy-3-methoxycarbonyl-6-trifluoromethyl-2H-thieno[2,3-e]-1,2-thiazine 1,1-dioxide). Solvent: O1CCCC1 (tetrahydrofuran). Reaction conditions: time 2 hour. Starting materials: COC(=O)CNS(=O)(=O)C1=C(SC(=C1)C(F)(F)F)C(=O)OC (methyl 3-[(methoxycarbonylmethyl)sulfamoyl]-5-trifluoromethyl-thiopene-2-carboxylate), potassium tert.butylate. Procedure: A solution of 82.8 g of methyl 3-[(methoxycarbonylmethyl)sulfamoyl]-5-trifluoromethyl-thiopene-2-carboxylate in 1.7 l of absolute tetrahydrofuran is cooled to 3° and treated portionwise at this temperature for 20 minutes with a total of 62.9 g of potassium tert.butylate. Thereafter, the cooling bath is removed, the viscous red paste is stirred at room temperature for 2 hours and then as much tetrahydrofuran as possible is distilled off in vacuo at a maximum temperature of 30°. The powdery residu... RXN SMILES: [CH3:1][O:2][C:3]([CH2:5][NH:6][S:7]([C:10]1[CH:14]=[C:13]([C:15]([F:18])([F:17])[F:16])[S:12][C:11]=1[C:19]([O:21]C)=O)(=[O:9])=[O:8])=[O:4]>O1CCCC1>[OH:21][C:19]1[C:11]2[S:12][C:13]([C:15]([F:18])([F:17])[F:16])=[CH:14][C:10]=2[S:7](=[O:9])(=[O:8])[NH:6][C:5]=1[C:3]([O:2][CH3:1])=[O:4]. Yields the product CCCc1nc(N2CCOCC2)cc(C)c1C(=O)NCc1cccc(F)c1. As a reaction SMILES: [CH3:28][OH:29].[F:1][c:2]1[cH:3][c:4]([CH2:5][NH:6][C:7](=[O:8])[c:9]2[c:10]([CH:22]=[CH:23][CH3:24])[n:11][c:12]([N:16]3[CH2:17][CH2:18][O:19][CH2:20][CH2:21]3)[cH:13][c:14]2[CH3:15])[cH:25][cH:26][cH:27]1>>[F:1][c:2]1[cH:3][c:4]([CH2:5][NH:6][C:7](=[O:8])[c:9]2[c:10]([CH2:22][CH2:23][CH3:24])[n:11][c:12]([N:16]3[CH2:17][CH2:18][O:19][CH2:20][CH2:21]3)[cH:13][c:14]2[CH3:15])[cH:25][cH:26][cH:27]1. Starting materials: CO, CC=Cc1nc(N2CCOCC2)cc(C)c1C(=O)NCc1cccc(F)c1. The reactants are CC(C)(C)OC(=O)N1CCNCC1, ClCCCOc1ccc(-c2nnc(CSCCOc3ccccc3)o2)cc1. Product: CC(C)(C)OC(=O)N1CCN(CCCOc2ccc(-c3nnc(CSCCOc4ccccc4)o3)cc2)CC1. Reaction SMILES: [C:28]([CH3:29])([CH3:30])([CH3:31])[O:32][C:33](=[O:34])[N:35]1[CH2:36][CH2:37][NH:38][CH2:39][CH2:40]1.[Cl:1][CH2:2][CH2:3][CH2:4][O:5][c:6]1[cH:7][cH:8][c:9](-[c:12]2[o:13][c:14]([CH2:17][S:18][CH2:19][CH2:20][O:21][c:22]3[cH:23][cH:24][cH:25][cH:26][cH:27]3)[n:15][n:16]2)[cH:10][cH:11]1>>[CH2:2]([CH2:3][CH2:4][O:5][c:6]1[cH:7][cH:8][c:9](-[c:12]2[o:13][c:14]([CH2:17][S:18][CH2:19][CH2:20][O:21][c:22]3[cH:23][cH:24][cH:25][cH:26][cH:27]3)[n:15][n:16]2)[cH:10][cH:11]1)[N:38]1[CH2:37][CH2:36][N:35]([C:33]([O:32][C:28]([CH3:29])([CH3:30])[CH3:31])=[O:34])[CH2:40][CH2:39]1.